From a dataset of the Open Reaction Database (ORD), a public repository of structured organic reaction records. describe an organic reaction: reactants, conditions, products, and yield Starting materials: [N+](=O)([O-])C=1C=C(C=CC1)NC1=C(C=O)C=CC=N1 (2-(3-nitrophenylamino)nicotinaldehyde), N1=CC=C(C=C1)CCCCC(=O)OCC (ethyl 5-(pyridin-4-yl)pentanoate), [Li+].CC(C)[N-]C(C)C (LDA). Solvent: CN(C)C=O.CCO (DMF EtOH). The product is [N+](=O)([O-])C=1C=C(C=CC1)N1C(C(=CC2=CC=CN=C12)CCCC1=CC=NC=C1)=O (1-(3-nitrophenyl)-3-[3-(pyridin-4-yl)propyl]-1,8-naphthyridin-2(1H)-one). As a reaction SMILES: [N+:1]([C:4]1[CH:5]=[C:6]([NH:10][C:11]2[N:18]=[CH:17][CH:16]=[CH:15][C:12]=2[CH:13]=O)[CH:7]=[CH:8][CH:9]=1)([O-:3])=[O:2].[N:19]1[CH:24]=[CH:23][C:22]([CH2:25][CH2:26][CH2:27][CH2:28][C:29](OCC)=[O:30])=[CH:21][CH:20]=1.[Li+].CC([N-]C(C)C)C>CN(C=O)C.CCO>[N+:1]([C:4]1[CH:5]=[C:6]([N:10]2[C:11]3[C:12](=[CH:15][CH:16]=[CH:17][N:18]=3)[CH:13]=[C:28]([CH2:27][CH2:26][CH2:25][C:22]3[CH:21]=[CH:20][N:19]=[CH:24][CH:23]=3)[C:29]2=[O:30])[CH:7]=[CH:8][CH:9]=1)([O-:3])=[O:2] |f:2.3,4.5|. Procedure details: The procedure of Example 1 was repeated using 2-(3-nitrophenylamino)nicotinaldehyde (1.0 eq.), ethyl 5-(pyridin-4-yl)pentanoate (1.5 eq., prepared in Synthetic Example 10) and LDA (1.5 eq.) to obtain 1-(3-nitrophenyl)-3-[3-(pyridin-4-yl)propyl]-1,8-naphthyridin-2(1H)-one, mp 209 to 210° C./DMF-EtOH. The reactants are [N+](=O)([O-])C=1C=CC2=C(NC(CO2)=O)C1 (6-nitro-4H-benzo[1,4]oxazin-3-one), [H-].[Na+] (NaH), crude product, [I-].[K+] (potassium iodide), COCCCOS(=O)(=O)C1=CC=C(C=C1)C (Toluene-4-sulfonic acid 3-methoxy-propyl ester), resultant mixture. Reagents/catalysts: [Fe] (Fe). The solvent is CC(=O)N(C)C (DMA), C(C)(=O)O (acetic acid), C(C)(=O)O (acetic acid), C(C)(=O)OCC (ethyl acetate), CC(=O)N(C)C (DMA). Conditions: temperature 5 celsius, time 30 minute. Yields the product NC=1C=CC2=C(N(C(CO2)=O)CCCOC)C1 (6-amino-4-(3-methoxy-propyl)-4H-benzo[1,4]oxazin-3-one). RXN SMILES: [N+:1]([C:4]1[CH:5]=[CH:6][C:7]2[O:12][CH2:11][C:10](=[O:13])[NH:9][C:8]=2[CH:14]=1)([O-])=O.[H-].[Na+].[CH3:17][O:18][CH2:19][CH2:20][CH2:21]OS(C1C=CC(C)=CC=1)(=O)=O.[I-].[K+]>CC(N(C)C)=O.C(O)(=O)C.C(OCC)(=O)C.[Fe]>[NH2:1][C:4]1[CH:5]=[CH:6][C:7]2[O:12][CH2:11][C:10](=[O:13])[N:9]([CH2:21][CH2:20][CH2:19][O:18][CH3:17])[C:8]=2[CH:14]=1 |f:1.2,4.5|. Reported procedure: A mixture of 6-nitro-4H-benzo[1,4]oxazin-3-one (5 g, 25.8 mmol) and NaH (˜60% moistened with oil, 911 mg, ˜23 mmol) in DMA (30 ml) is stirred at 5° C. for 30 min. Toluene-4-sulfonic acid 3-methoxy-propyl ester (6.87 g, 28.1 mmol) in DMA (10 ml) is added, followed by potassium iodide (4.67 g, 28.1 mmol). The ice-bath is removed and the mixture stirred for 3 h at 60° C. The solvent is distilled off in vacuo and the residue partitioned between H2O and ethyl acetate. The organic layer is dried (Na2S... Reactants: pentahydrate, S(=S)(=O)([O-])[O-].[Na+].[Na+] (sodium thiosulfate), S(=S)(=O)([O-])[O-].[Na+].[Na+] (sodium thiosulfate), Cl (hydrochloride), ClCCCN (3-chloropropylamine), Cl (hydrochloride), ClCCCN (3-chloropropylamine). Run in O (water), O (water), pentahydrate, O (water), O (water). Conditions: temperature 80 celsius, time 4 hour. Product: NCCCS=S(O)(O)=O (S-(3-aminopropyl)thiosulfuric acid). Reaction SMILES: Cl.Cl[CH2:3][CH2:4][CH2:5][NH2:6].[S:7]([O-:11])([O-:10])(=[O:9])=[S:8].[Na+].[Na+]>O>[NH2:6][CH2:5][CH2:4][CH2:3][SH:8]=[S:7](=[O:9])([OH:11])[OH:10] |f:2.3.4|. Procedure details: In the reaction vessel purged with nitrogen, 580 g (4.47 moles) of hydrochloride of 3-chloropropylamine was added, and 1048 mL of water was further added thereto to dissolve hydrochloride of 3-chloropropylamine. The obtained solution was kept at from 60° C. to 70° C., and 1164 g (4.69 moles) of pentahydrate of sodium thiosulfate was added thereto. The total used amount of water was 1470 g (the total of 1048 g of water and 422 g of water contained in pentahydrate of sodium thiosulfate). The solut... The reactants are C([O-])([O-])=O.[Cs+].[Cs+] (Cesium carbonate), CN(C=O)C (dimethyl formamide), C(C)(C)(C)OC(NC(CC(C)C)C1=NOC(=C1)CBr)=O ([1-(5-bromomethyl-isoxazol-3-yl)-3-methyl-butyl]-carbamic acid tert-butyl ester), C(C)C(C(=O)NC(C(=O)[O-])C(=O)[O-])CC (diethylacetamidomalonate), C(C)OCC (diethyl ether). Reaction conditions: time 5 hour. The product is COC(CC1=CC=C(C=C1)OCC1=CC=CC=C1)=O ((4-Benzyloxy-phenyl)-acetic acid methyl ester). The yield is 99.4%. Reaction SMILES: [C:1](=[O:4])([O-])[O-:2].[Cs+].[Cs+].[CH3:7]N(C)C=O.C(OC(=O)N[CH:19]([C:24]1[CH:28]=[C:27]([CH2:29]Br)ON=1)CC(C)C)(C)(C)C.[CH2:32]([CH:34]([CH2:45]C)[C:35](NC(C([O-])=O)C([O-])=O)=O)[CH3:33].[CH2:47]([O:49][CH2:50][CH3:51])[CH3:48]>>[CH3:7][O:2][C:1](=[O:4])[CH2:45][C:34]1[CH:32]=[CH:33][C:47]([O:49][CH2:50][C:51]2[CH:19]=[CH:24][CH:28]=[CH:27][CH:29]=2)=[CH:48][CH:35]=1 |f:0.1.2|. Procedure: Cesium carbonate (18.28 g, 56.1 mmol, 3.0 equivalents) was added to a dimethyl formamide (300 mL) solution of [1-(5-bromomethyl-isoxazol-3-yl)-3-methyl-butyl]-carbamic acid tert-butyl ester (6.48 g, 18.7 mmol, 1.00 equivalents) and diethylacetamidomalonate (4.86 g, 22.4 mmol, 1.20 equivalents) at 0° C. The mixture was stirred at room temperature for 5 hours. The reaction was poured into diethyl ether (200 mL) and extracted with water (5×200 mL) and brine (200 mL). The organic portion was dried o... Starting materials: NC1=NC(=C2N=CN(C2=N1)[C@H]1[C@@H](O)[C@H](O)[C@H](O1)CO)OC (2-Amino-6-methoxy-9-(β-D-arabinofuranosyl)-9H-purine), O (H2O), C(CC)(=O)OCC(Cl)(Cl)Cl (trichloroethyl propionate). The solvent is N1=CC=CC=C1 (pyridine). Conditions: temperature 40 celsius, time 23 hour. The product is NC1=NC(=C2N=CN(C2=N1)[C@H]1[C@@H](O)[C@H](O)[C@H](O1)COC(CC)=O)OC (2-Amino-6-methoxy-9-(5-O-propionyl-β-D-arabinofuranosyl)-9H-purine). RXN SMILES: [NH2:1][C:2]1[N:10]=[C:9]2[C:5]([N:6]=[CH:7][N:8]2[C@@H:11]2[O:17][C@H:16]([CH2:18][OH:19])[C@@H:14]([OH:15])[C@@H:12]2[OH:13])=[C:4]([O:20][CH3:21])[N:3]=1.O.[C:23](OCC(Cl)(Cl)Cl)(=[O:26])[CH2:24][CH3:25]>N1C=CC=CC=1>[NH2:1][C:2]1[N:10]=[C:9]2[C:5]([N:6]=[CH:7][N:8]2[C@@H:11]2[O:17][C@H:16]([CH2:18][O:19][C:23](=[O:26])[CH2:24][CH3:25])[C@@H:14]([OH:15])[C@@H:12]2[OH:13])=[C:4]([O:20][CH3:21])[N:3]=1. Reported procedure: 2-Amino-6-methoxy-9-(β-D-arabinofuranosyl)-9H-purine (1.0 g, 3.3 mmol) (prepared as described in European Patent Application No. 294 114) was suspended in 40 ml of pyridine that contained 300 μL of H2O and 2 ml of trichloroethyl propionate (Trichloroethyl propionate was synthesized by addition of 19 ml of propionyl chloride (Aldrich) over 30 minutes to 19.1 ml of trichlorethanol (Aldrich) in 40 ml of pyridine at 0° C.). The product was purified by successive washing with 2×100 ml aliquots of H2O...